From a dataset of the Open Reaction Database (ORD), a public repository of structured organic reaction records. describe an organic reaction: reactants, conditions, products, and yield Starting materials: N#CCNN1CCN(CC(=O)c2ccccc2)CC1, Cl, O=N[O-], [Na+], O. Yields the product N#CCN(N=O)N1CCN(CC(=O)c2ccccc2)CC1. As a reaction SMILES: [C:2]([c:3]1[cH:4][cH:5][cH:6][cH:7][cH:8]1)(=[O:9])[CH2:10][N:11]1[CH2:12][CH2:13][N:14]([NH:17][CH2:18][C:19]#[N:20])[CH2:15][CH2:16]1.[ClH:1].[N:21](=[O:22])[O-:23].[Na+:24].[OH2:25]>>[C:2]([c:3]1[cH:4][cH:5][cH:6][cH:7][cH:8]1)(=[O:9])[CH2:10][N:11]1[CH2:12][CH2:13][N:14]([N:17]([CH2:18][C:19]#[N:20])[N:21]=[O:22])[CH2:15][CH2:16]1. Starting materials: C(C1=CC=CC=C1)N1C[C@@H]([C@@H](C1)C1=CC(=C(C=C1)Cl)F)C(=O)O ((3R,4R)-1-Benzyl-4-(4-chloro-3-fluoro-phenyl)-pyrrolidine-3-carboxylic acid), S(O)(O)(=O)=O (sulfuric acid). Run in CO (methanol). Run at time 8 hour. The product is C(C1=CC=CC=C1)N1C[C@H]([C@@H](C1)C1=CC(=C(C=C1)Cl)F)C(=O)O ((3S,4R)-1-Benzyl-4-(4-chloro-3-fluoro-phenyl)-pyrrolidine-3-carboxylic acid). Reaction SMILES: [CH2:1]([N:8]1[CH2:12][C@@H:11]([C:13]2[CH:18]=[CH:17][C:16]([Cl:19])=[C:15]([F:20])[CH:14]=2)[C@@H:10]([C:21]([OH:23])=[O:22])[CH2:9]1)[C:2]1[CH:7]=[CH:6][CH:5]=[CH:4][CH:3]=1.S(=O)(=O)(O)O>CO>[CH2:1]([N:8]1[CH2:12][C@@H:11]([C:13]2[CH:18]=[CH:17][C:16]([Cl:19])=[C:15]([F:20])[CH:14]=2)[C@H:10]([C:21]([OH:23])=[O:22])[CH2:9]1)[C:2]1[CH:7]=[CH:6][CH:5]=[CH:4][CH:3]=1. Reported procedure: A mixture of 48.8 g (146 mmol) (3R,4R)-1-Benzyl-4-(4-chloro-3-fluoro-phenyl)-pyrrolidine-3-carboxylic acid and 15.6 mL sulfuric acid in 400 mL methanol was heated to reflux for 21 h and evaporated. the residue was diluted with ice-water and extracted with ethyl acetate. the combined organic layers were washed with brine, dried with Na2SO4, filtered and evaporated to dryness. The residue was purified by column chromatography on silica eluting with ethyl acetate and heptane. The intermediate was d...